From a dataset of the Open Reaction Database (ORD), a public repository of structured organic reaction records. describe an organic reaction: reactants, conditions, products, and yield Starting materials: CC(C)(C)OC(=O)C=Cc1ccc(C(=C2CCCCCC2)c2ccc(O)cc2)cc1, ClCCl, O=C(O)C(F)(F)F. Yields the product O=C(O)C=Cc1ccc(C(=C2CCCCCC2)c2ccc(O)cc2)cc1. Reaction SMILES: [C:1]1(=[C:8]([c:9]2[cH:10][cH:11][c:12]([CH:15]=[CH:16][C:17](=[O:18])[O:19][C:20]([CH3:21])([CH3:22])[CH3:23])[cH:13][cH:14]2)[c:24]2[cH:25][cH:26][c:27]([OH:30])[cH:28][cH:29]2)[CH2:2][CH2:3][CH2:4][CH2:5][CH2:6][CH2:7]1.[Cl:38][CH2:39][Cl:40].[OH:31][C:32]([C:33]([F:34])([F:35])[F:36])=[O:37]>>[C:1]1(=[C:8]([c:9]2[cH:10][cH:11][c:12]([CH:15]=[CH:16][C:17](=[O:18])[OH:19])[cH:13][cH:14]2)[c:24]2[cH:25][cH:26][c:27]([OH:30])[cH:28][cH:29]2)[CH2:2][CH2:3][CH2:4][CH2:5][CH2:6][CH2:7]1. Reactants: CCCCCCC (heptane), C(C)(C)(CC)C1=C(OC2=C(C(=O)O)C=C(C=C2)O)C=CC(=C1)C(C)(C)CC (2-(2,4-di-tert-pentylphenoxy)-5-hydroxybenzoic acid), C(C(=O)Cl)(=O)Cl (oxalyl chloride), NC1=CC=CC=C1 (aniline). The solvent is C(C)(=O)OCC (ethyl acetate), ClCCl (dichloromethane). Reaction conditions: time 8 hour. Product: C(C)(C)(CC)C1=C(OC2=C(C(=O)NC3=CC=CC=C3)C=C(C=C2)O)C=CC(=C1)C(C)(C)CC (2-(2,4-di-tert-pentylphenoxy)-5-hydroxybenzanilide). RXN SMILES: [C:1]([C:6]1[CH:22]=[C:21]([C:23]([CH2:26][CH3:27])([CH3:25])[CH3:24])[CH:20]=[CH:19][C:7]=1[O:8][C:9]1[CH:17]=[CH:16][C:15]([OH:18])=[CH:14][C:10]=1[C:11](O)=[O:12])([CH2:4][CH3:5])([CH3:3])[CH3:2].C(Cl)(=O)C(Cl)=O.[NH2:34][C:35]1[CH:40]=[CH:39][CH:38]=[CH:37][CH:36]=1.CCCCCCC>ClCCl.C(OCC)(=O)C>[C:1]([C:6]1[CH:22]=[C:21]([C:23]([CH2:26][CH3:27])([CH3:25])[CH3:24])[CH:20]=[CH:19][C:7]=1[O:8][C:9]1[CH:17]=[CH:16][C:15]([OH:18])=[CH:14][C:10]=1[C:11]([NH:34][C:35]1[CH:40]=[CH:39][CH:38]=[CH:37][CH:36]=1)=[O:12])([CH2:4][CH3:5])([CH3:3])[CH3:2]. Procedure: A solution of 2-(2,4-di-tert-pentylphenoxy)-5-hydroxybenzoic acid (3.3 g, 8.9 mmol) and oxalyl chloride (1.25 g, 9.8 mmol) in dichloromethane (75 mL) was stirred at room temperature for 2 hours. The solvent was removed in vacuo and the residue triturated with toluene (25 mL) followed by distillation of the solvent. The crystalline residue was taken up in dichloromethane (80 mL) and aniline (1.66 g, 17.9 mmol) was added. The reaction mixture was allowed to stir at room temperature for 8 hours, th... Reactants: OC=1C=C(C(=O)OCC)C=CC1O (ethyl 3,4-dihydroxybenzoate), BrCC (bromoethane), C(=O)([O-])[O-].[K+].[K+] (K2CO3), CN(C)C=O (DMF). Run at temperature 50 celsius. Yields the product C(C)OC=1C=C(C(=O)OCC)C=CC1OCC (ethyl 3,4-diethoxybenzoate). Yield: 90.0%. As a reaction SMILES: [OH:1][C:2]1[CH:3]=[C:4]([CH:10]=[CH:11][C:12]=1O)[C:5]([O:7][CH2:8][CH3:9])=[O:6].Br[CH2:15][CH3:16].[C:17]([O-])([O-])=O.[K+].[K+].CN([CH:26]=[O:27])C>>[CH2:15]([O:1][C:2]1[CH:3]=[C:4]([CH:10]=[CH:11][C:12]=1[O:27][CH2:26][CH3:17])[C:5]([O:7][CH2:8][CH3:9])=[O:6])[CH3:16] |f:2.3.4|. Procedure: According to the procedure described in Example 6A Step 1, a mixture of ethyl 3,4-dihydroxybenzoate (5.465 g, 30 mmol), bromoethane (7.192 g, 66 mmol), and K2CO3 (9.122 g, 66 mmol) in DMF (50 mL) was heated at 50° C. for 5 hours, to afford ethyl 3,4-diethoxybenzoate as solid (6.439 g, 90%). 1H NMR (300 MHz, CDCl3) δ 7.65 (dd, 1H), 7.55 (d, 1H), 6.87 (d, 1H), 4.35 (q, 2H), 4.15 (q, 4H), 1.48 (m, 6H), 1.38 (t, 3H); LC-MS (ESI) m/z 239 (M+H)+. Starting materials: O=C(Nc1nnn[nH]1)c1csc(-c2ccccc2[N+](=O)[O-])n1, C1CCOC1, CN(C)C=O. The product is Nc1ccccc1-c1nc(C(=O)Nc2nnn[nH]2)cs1. Reaction SMILES: [N+:1]([O-:2])(=[O:3])[c:4]1[c:5](-[c:10]2[s:11][cH:12][c:13]([C:15](=[O:16])[NH:17][c:18]3[n:19][n:20][n:21][nH:22]3)[n:14]2)[cH:6][cH:7][cH:8][cH:9]1.[O:23]1[CH2:24][CH2:25][CH2:26][CH2:27]1.[O:28]=[CH:29][N:30]([CH3:31])[CH3:32]>>[NH2:1][c:4]1[c:5](-[c:10]2[s:11][cH:12][c:13]([C:15](=[O:16])[NH:17][c:18]3[n:19][n:20][n:21][nH:22]3)[n:14]2)[cH:6][cH:7][cH:8][cH:9]1. The product is CCCCCC(=O)c1ncc(S(N)(=O)=O)s1. Starting materials: CC(C)=O, CCCCCC(O)c1ncc(S(N)(=O)=O)s1. As a reaction SMILES: [CH3:17][C:18](=[O:19])[CH3:20].[OH:1][CH:2]([CH2:3][CH2:4][CH2:5][CH2:6][CH3:7])[c:8]1[s:9][c:10]([S:13](=[O:14])(=[O:15])[NH2:16])[cH:11][n:12]1>>[O:1]=[C:2]([CH2:3][CH2:4][CH2:5][CH2:6][CH3:7])[c:8]1[s:9][c:10]([S:13](=[O:14])(=[O:15])[NH2:16])[cH:11][n:12]1. Starting materials: NC1=NC(=CC(=N1)N)Cl (2,4-diamino-6-chloropyrimidine), [Na] (sodium), C(CO)O (ethylene glycol). The solvent is O (water). Reaction conditions: temperature 80 celsius. Product: NC1=NC(=CC(=N1)OCCO)N (2-[(2,6-diaminopyrimidin-4-yl)oxy]ethan-1-ol). Isolated yield 47.0%. As a reaction SMILES: [NH2:1][C:2]1[N:7]=[C:6]([NH2:8])[CH:5]=[C:4](Cl)[N:3]=1.[Na].[CH2:11]([OH:14])[CH2:12][OH:13]>O>[NH2:1][C:2]1[N:3]=[C:4]([O:13][CH2:12][CH2:11][OH:14])[CH:5]=[C:6]([NH2:8])[N:7]=1 |^1:9|. Procedure details: 28.9 g (0.20 mol) of 2,4-diamino-6-chloropyrimidine was added to a solution of 4.6 g (0.20 mol) of sodium in 124 ml of ethylene glycol and heated to 80° C. for 44 h while stirring was performed. After termination of the reaction, the solution was diluted with 300 ml of water and extracted with tert-butyl methyl ether (5×200 ml). The combined organic phases were discarded; a precipitate precipitated out of the aqueous phases. The precipitate was washed with water; after drying, 2-[(2,6-diaminopyr... The reactants are 14, C1(=CC=CC=C1)C(C(=C)C1=CC=CC=C1)O (1,2-diphenyl-2-propen-1-ol), 12.6, P(Cl)(Cl)Cl (phosphorous trichloride). The solvent is C(Cl)Cl (methylene chloride), C(Cl)Cl (methylene chloride). Product: C1(=CC=CC=C1)C(CCl)=CC1=CC=CC=C1 (2,3-diphenylallyl chloride). As a reaction SMILES: [C:1]1([CH:7](O)[C:8]([C:10]2[CH:15]=[CH:14][CH:13]=[CH:12][CH:11]=2)=[CH2:9])[CH:6]=[CH:5][CH:4]=[CH:3][CH:2]=1.P(Cl)(Cl)[Cl:18]>C(Cl)Cl>[C:10]1([C:8](=[CH:7][C:1]2[CH:6]=[CH:5][CH:4]=[CH:3][CH:2]=2)[CH2:9][Cl:18])[CH:15]=[CH:14][CH:13]=[CH:12][CH:11]=1. Reported procedure: A solution comprised of 14 parts of 1,2-diphenyl-2-propen-1-ol and 24.3 parts of methylene chloride is added dropwise to a solution comprised of 12.6 parts of phosphorous trichloride and 30.4 parts of methylene chloride at a temperature of -15°. That reaction mixture is allowed to warm to 0° over a 3 hour period. Then ice is added while stirring rapidly and the oil which separates is extracted with ethyl ether. The ethereal extracts are washed with water and then with 10% potassium bicarbonate s... Reactants: CCC(N)COC, CN1CCCC1=O, Clc1cc(Nc2nccc(-c3ccnc(Cl)c3)n2)ccn1, ClCCl. Product: CCC(COC)Nc1cc(-c2ccnc(Nc3ccnc(Cl)c3)n2)ccn1. RXN SMILES: [CH3:22][O:23][CH2:24][CH:25]([CH2:26][CH3:27])[NH2:28].[CH3:32][N:33]1[CH2:34][CH2:35][CH2:36][C:37]1=[O:38].[Cl:1][c:2]1[n:3][cH:4][cH:5][c:6]([NH:8][c:9]2[n:10][cH:11][cH:12][c:13](-[c:15]3[cH:16][c:17]([Cl:21])[n:18][cH:19][cH:20]3)[n:14]2)[cH:7]1.[Cl:29][CH2:30][Cl:31]>>[Cl:1][c:2]1[n:3][cH:4][cH:5][c:6]([NH:8][c:9]2[n:10][cH:11][cH:12][c:13](-[c:15]3[cH:16][c:17]([NH:28][CH:25]([CH2:24][O:23][CH3:22])[CH2:26][CH3:27])[n:18][cH:19][cH:20]3)[n:14]2)[cH:7]1. Reactants: COC(C(CC=1N=CN(C1)C(C1=CC=CC=C1)(C1=CC=CC=C1)C1=CC=CC=C1)(CC=1N=CN(C1)C(C1=CC=CC=C1)(C1=CC=CC=C1)C1=CC=CC=C1)N)=O (2-Amino-3-(1-trityl-1H-imidazol-4-yl)-2-(1-trityl-1H-imidazol-4-ylmethyl)-propionic acid methyl ester), C1(=CC=CC=C1)S(=O)(=O)N1CC2C(C2C1)N=C=S (3-benzenesulfonyl-6-isothiocyanato-3-aza-bicyclo[3.1.0]hexane). The product is C1(=CC=CC=C1)S(=O)(=O)N1CC2C(C2C1)N1C(NC(C1=O)(CC=1N=CN(C1)C(C1=CC=CC=C1)(C1=CC=CC=C1)C1=CC=CC=C1)CC=1N=CN(C1)C(C1=CC=CC=C1)(C1=CC=CC=C1)C1=CC=CC=C1)=S (3-(3-Benzenesulfonyl-3-aza-bicyclo[3.1.0]hex-6-yl)-2-thioxo-5,5-bis-(1-trityl-1H-imidazol-4-ylmethyl)-imidazolidin 4one). Reaction SMILES: C[O:2][C:3](=O)[C:4]([NH2:55])([CH2:30][C:31]1[N:32]=[CH:33][N:34]([C:36]([C:49]2[CH:54]=[CH:53][CH:52]=[CH:51][CH:50]=2)([C:43]2[CH:48]=[CH:47][CH:46]=[CH:45][CH:44]=2)[C:37]2[CH:42]=[CH:41][CH:40]=[CH:39][CH:38]=2)[CH:35]=1)[CH2:5][C:6]1[N:7]=[CH:8][N:9]([C:11]([C:24]2[CH:29]=[CH:28][CH:27]=[CH:26][CH:25]=2)([C:18]2[CH:23]=[CH:22][CH:21]=[CH:20][CH:19]=2)[C:12]2[CH:17]=[CH:16][CH:15]=[CH:14][CH:13]=2)[CH:10]=1.[C:57]1([S:63]([N:66]2[CH2:71][CH:70]3[CH:68]([CH:69]3[N:72]=[C:73]=[S:74])[CH2:67]2)(=[O:65])=[O:64])[CH:62]=[CH:61][CH:60]=[CH:59][CH:58]=1>>[C:57]1([S:63]([N:66]2[CH2:71][CH:70]3[CH:68]([CH:69]3[N:72]3[C:3](=[O:2])[C:4]([CH2:5][C:6]4[N:7]=[CH:8][N:9]([C:11]([C:24]5[CH:29]=[CH:28][CH:27]=[CH:26][CH:25]=5)([C:18]5[CH:19]=[CH:20][CH:21]=[CH:22][CH:23]=5)[C:12]5[CH:13]=[CH:14][CH:15]=[CH:16][CH:17]=5)[CH:10]=4)([CH2:30][C:31]4[N:32]=[CH:33][N:34]([C:36]([C:43]5[CH:48]=[CH:47][CH:46]=[CH:45][CH:44]=5)([C:49]5[CH:54]=[CH:53][CH:52]=[CH:51][CH:50]=5)[C:37]5[CH:38]=[CH:39][CH:40]=[CH:41][CH:42]=5)[CH:35]=4)[NH:55][C:73]3=[S:74])[CH2:67]2)(=[O:65])=[O:64])[CH:58]=[CH:59][CH:60]=[CH:61][CH:62]=1. Procedure: Using the same procedure as described in Example 1B, the reaction mixture of the title compound of 53B (0.68 mmol) and 3-benzenesulfonyl-6-isothiocyanato-3-aza-bicyclo[3.1.0]hexane (6.71 mmol, prepared in 1A) was heated to reflux overnight under an atmosphere of dry N2. It was then poured into 10% K2CO3 aqueous solution and extracted with CH2Cl2. The organic layer was washed with brine, dried over MgSO4 and concentrated to afford the crude product. The crude product was chromatographed on silica...